This data is from the Open Reaction Database (ORD), a public repository of structured organic reaction records. The task is: describe an organic reaction: reactants, conditions, products, and yield Reactants: CCCOc1ccc(S(=O)(=O)Cl)cc1, CCN(C(C)C)C(C)C, CN(C)c1ccncc1, ClCCl, NC(Cc1ccccc1)C(=O)NO. Product: CCCOc1ccc(S(=O)(=O)NC(Cc2ccccc2)C(=O)NO)cc1. RXN SMILES: [CH2:14]([CH2:15][CH3:16])[O:17][c:18]1[cH:19][cH:20][c:21]([S:24](=[O:25])(=[O:26])[Cl:27])[cH:22][cH:23]1.[CH2:28]([N:29]([CH:30]([CH3:31])[CH3:32])[CH:33]([CH3:34])[CH3:35])[CH3:36].[CH3:37][N:38]([CH3:39])[c:40]1[cH:41][cH:42][n:43][cH:44][cH:45]1.[Cl:46][CH2:47][Cl:48].[NH2:1][CH:2]([C:3](=[O:4])[NH:5][OH:6])[CH2:7][c:8]1[cH:9][cH:10][cH:11][cH:12][cH:13]1>>[NH:1]([CH:2]([C:3](=[O:4])[NH:5][OH:6])[CH2:7][c:8]1[cH:9][cH:10][cH:11][cH:12][cH:13]1)[S:24]([c:21]1[cH:20][cH:19][c:18]([O:17][CH2:14][CH2:15][CH3:16])[cH:23][cH:22]1)(=[O:25])=[O:26]. Reactants: ClC1=C(C=C(C=N1)C1=NC=CC=C1C(F)(F)F)N (6′-chloro-3-trifluoromethyl-[2,3′]bipyridinyl-5′-ylamine), tris[dibenzylidineacetone]di-palladium, [Cl-].[NH4+] (ammonium chloride), [OH-].[NH4+] (ammonium hydroxide), CN(C)C=O (DMF). Reagents/catalysts: C1=CC=C(C=C1)/C=C/C(=O)/C=C/C2=CC=CC=C2.C1=CC=C(C=C1)/C=C/C(=O)/C=C/C2=CC=CC=C2.C1=CC=C(C=C1)/C=C/C(=O)/C=C/C2=CC=CC=C2.[Pd].[Pd] (pd2(dba)3), [C-]#N.[Zn+2].[C-]#N (zinc cyanide), C1(=CC=CC=C1)P([C-]1C=CC=C1)C1=CC=CC=C1.[C-]1(C=CC=C1)P(C1=CC=CC=C1)C1=CC=CC=C1.[Fe+2] (DPPF), C1(=CC=CC=C1)P([C-]1C=CC=C1)C1=CC=CC=C1.[C-]1(C=CC=C1)P(C1=CC=CC=C1)C1=CC=CC=C1.[Fe+2] (1,1′-bis(diphenylphosphino)ferrocene). Solvent: O (water), O (water), O (water). Reaction conditions: temperature 0 celsius, time 1 hour. Yields the product NC=1C(=NC=C(C1)C1=NC=CC=C1C(F)(F)F)C(=O)N (3-Amino-5-[3-(trifluoromethyl)(2-pyridyl)]pyridine-2-carboxamide). The yield is 90.0%. RXN SMILES: Cl[C:2]1[N:7]=[CH:6][C:5]([C:8]2[C:13]([C:14]([F:17])([F:16])[F:15])=[CH:12][CH:11]=[CH:10][N:9]=2)=[CH:4][C:3]=1[NH2:18].[Cl-].[NH4+].[OH-].[NH4+].C[N:24]([CH:26]=[O:27])C>O.[C-]#N.[Zn+2].[C-]#N.C1C=CC(/C=C/C(/C=C/C2C=CC=CC=2)=O)=CC=1.C1C=CC(/C=C/C(/C=C/C2C=CC=CC=2)=O)=CC=1.C1C=CC(/C=C/C(/C=C/C2C=CC=CC=2)=O)=CC=1.[Pd].[Pd].C1(P(C2C=CC=CC=2)[C-]2C=CC=C2)C=CC=CC=1.[C-]1(P(C2C=CC=CC=2)C2C=CC=CC=2)C=CC=C1.[Fe+2]>[NH2:18][C:3]1[C:2]([C:26]([NH2:24])=[O:27])=[N:7][CH:6]=[C:5]([C:8]2[C:13]([C:14]([F:17])([F:16])[F:15])=[CH:12][CH:11]=[CH:10][N:9]=2)[CH:4]=1 |f:1.2,3.4,7.8.9,10.11.12.13.14,15.16.17|. Procedure: Heat a solution of 6′-chloro-3-trifluoromethyl-[2,3′]bipyridinyl-5′-ylamine (25 g, 0.091 mol), zinc cyanide (6.75 g, 0.058 mol), tris[dibenzylidineacetone]di-palladium (also referred to as “pd2(dba)3”; 2.63 g, 2.86 mmol), 1,1′-bis(diphenylphosphino)ferrocene (also referred to as “DPPF”; 3.16 g, 5.72 mmol) in DMF (250 mL) and water (2.5 mL), under a nitrogen atmosphere, at 120° C. for 1 hour. Add water (30 mL) and heat the solution at 120° C. for a further 4 hours to complete the hydrolysis. Cool...